This data is from the Open Reaction Database (ORD), a public repository of structured organic reaction records. The task is: describe an organic reaction: reactants, conditions, products, and yield The reactants are O[C@H]1[C@@H]([C@H](NC=2C=3N(C=C(C12)COC)C(=C(N3)C)C)C3=CC=CC=C3)O ((7R,8R,9R)-7,8-dihydroxy-6-methoxymethyl-2,3-dimethyl-9-phenyl-7,8,9,10-tetrahydro-imidazo[1,2-h][1,7]naphthyridine), CO (methanol), S(O)(O)(=O)=O (sulfuric acid). Solvent: O (water), [OH-].[Na+] (sodium hydroxide). Run at time 16 hour. The product is O[C@@H]1[C@H](NC=2C=3N(C=C(C2[C@@H]1OC)COC)C(=C(N3)C)C)C3=CC=CC=C3 ((7S,8R,9R)-8-Hydroxy-7-methoxy-6-methoxymethyl-2,3-dimethyl-9-phenyl-7,8,9,10-tetrahydroimidazo[1,2-h][1,7]naphthyridine). RXN SMILES: [OH:1][C@@H:2]1[C:11]2[C:10]([CH2:12][O:13][CH3:14])=[CH:9][N:8]3[C:15]([CH3:19])=[C:16]([CH3:18])[N:17]=[C:7]3[C:6]=2[NH:5][C@H:4]([C:20]2[CH:25]=[CH:24][CH:23]=[CH:22][CH:21]=2)[C@H:3]1[OH:26].S(=O)(=O)(O)O.[CH3:32]O>O.[OH-].[Na+]>[OH:26][C@H:3]1[C@@H:2]([O:1][CH3:32])[C:11]2[C:10]([CH2:12][O:13][CH3:14])=[CH:9][N:8]3[C:15]([CH3:19])=[C:16]([CH3:18])[N:17]=[C:7]3[C:6]=2[NH:5][C@@H:4]1[C:20]1[CH:21]=[CH:22][CH:23]=[CH:24][CH:25]=1 |f:4.5|. Procedure: 180 mg of (7R,8R,9R)-7,8-dihydroxy-6-methoxymethyl-2,3-dimethyl-9-phenyl-7,8,9,10-tetrahydro-imidazo[1,2-h][1,7]naphthyridine, dissolved in 10 ml of methanol, are admixed with 110 mg of concentrated sulfuric acid and allowed to stand at room temperature for 16 hours. The mixture is then diluted with 100 ml of water and adjusted to pH 8 using aqueous IN sodium hydroxide solution and aqueous saturated sodium hydrogen carbonate solution and extracted 3 times with in each case 50 ml of methylene chl... Reactants: CCO, NCC(O)COc1ccc(CCOCC2CC2)cc1, O=Cc1ccccc1. Yields the product OC(CNCc1ccccc1)COc1ccc(CCOCC2CC2)cc1. Reaction SMILES: [CH3:28][CH2:29][OH:30].[CH:1]1([CH2:4][O:5][CH2:6][CH2:7][c:8]2[cH:9][cH:10][c:11]([O:12][CH2:13][CH:14]([CH2:15][NH2:16])[OH:17])[cH:18][cH:19]2)[CH2:2][CH2:3]1.[CH:20](=[O:21])[c:22]1[cH:23][cH:24][cH:25][cH:26][cH:27]1>>[CH:1]1([CH2:4][O:5][CH2:6][CH2:7][c:8]2[cH:9][cH:10][c:11]([O:12][CH2:13][CH:14]([CH2:15][NH:16][CH2:20][c:22]3[cH:23][cH:24][cH:25][cH:26][cH:27]3)[OH:17])[cH:18][cH:19]2)[CH2:2][CH2:3]1. Starting materials: CC1(CC(C2=C(N=C(S2)N2CCOCC2)C1)=O)C (5,5-Dimethyl-2-(morpholin-4-yl)-5,6-dihydro-1,3-benzothiazol-7(4H)-one), [H-].[H-].[H-].[H-].[Li+].[Al+3] (LiAlH4), [OH-].[Na+] (NaOH). Solvent: C1CCOC1 (THF). Conditions: time 2 hour. Yields the product CC1(CC(C2=C(N=C(S2)N2CCOCC2)C1)O)C (5,5-Dimethyl-2-(morpholin-4-yl)-4,5,6,7-tetrahydro-1,3-benzothiazol-7-ol). Isolated yield 52.2%. Reaction SMILES: [CH3:1][C:2]1([CH3:18])[CH2:16][C:6]2[N:7]=[C:8]([N:10]3[CH2:15][CH2:14][O:13][CH2:12][CH2:11]3)[S:9][C:5]=2[C:4](=[O:17])[CH2:3]1.[H-].[H-].[H-].[H-].[Li+].[Al+3].[OH-].[Na+]>C1COCC1>[CH3:1][C:2]1([CH3:18])[CH2:16][C:6]2[N:7]=[C:8]([N:10]3[CH2:11][CH2:12][O:13][CH2:14][CH2:15]3)[S:9][C:5]=2[CH:4]([OH:17])[CH2:3]1 |f:1.2.3.4.5.6,7.8|. Procedure: To a stirred solution of Example 48 (0.13 g, 0.5 mmol) in THF (10 mL) at r.t. was added LiAlH4 (0.5 mL, 1M solution in THF, 0.5 mmol) dropwise. The reaction mixture was stirred at r.t. for 2 h and then poured into 10% NaOH solution (20 mL) and extracted with DCM (2×20 mL). The combined organic fractions were dried over MgSO4, filtered and the solvent removed by evaporation in vacuo. Purification by column chromatography gave the title compound (0.07 g, 52%) as a solid. δH (DMSO-d6) 5.23 (1H, d, ...